This data is from the Open Reaction Database (ORD), a public repository of structured organic reaction records. The task is: describe an organic reaction: reactants, conditions, products, and yield The reactants are CC=1NC(=C(C(C1C(=O)O)C1=CC(=CC=C1)[N+](=O)[O-])C(=O)OC)C (1,4-dihydro-2,6-dimethyl-5-methoxycarbonyl-4-(3-nitrophenyl)pyridine-3-carboxylic acid), N1(C=NC=C1)C(C)C1=CC=C(C=C1)/C=C/CO ((E)-3-[4{-1-(1-imidazolyl)ethyl)phenyl]-2-propen-1-ol), C1(CCCCC1)N=C=NC1CCCCC1 (dicyclohexylcarbodiimide), 4-N,N-dimethylaminopyridine. Run in C1(=CC=CC=C1)C (toluene). Yields the product CC=1NC(=C(C(C1C(=O)OC\C=C\C1=CC=C(C=C1)C(C)N1C=NC=C1)C1=CC(=CC=C1)[N+](=O)[O-])C(=O)OC)C ((E)-3-[4-{1-(1-imidazolyl)ethyl}phenyl]-2-propen-1-yl methyl 1,4-dihydro-2,6-dimethyl-4-(3-nitrophenyl)pyridine-3,5-dicarboxylate). As a reaction SMILES: [CH3:1][C:2]1[NH:3][C:4]([CH3:24])=[C:5]([C:20]([O:22][CH3:23])=[O:21])[CH:6]([C:11]2[CH:16]=[CH:15][CH:14]=[C:13]([N+:17]([O-:19])=[O:18])[CH:12]=2)[C:7]=1[C:8]([OH:10])=[O:9].[N:25]1([CH:30]([C:32]2[CH:37]=[CH:36][C:35](/[CH:38]=[CH:39]/[CH2:40]O)=[CH:34][CH:33]=2)[CH3:31])[CH:29]=[CH:28][N:27]=[CH:26]1.C1(N=C=NC2CCCCC2)CCCCC1>C1(C)C=CC=CC=1>[CH3:1][C:2]1[NH:3][C:4]([CH3:24])=[C:5]([C:20]([O:22][CH3:23])=[O:21])[CH:6]([C:11]2[CH:16]=[CH:15][CH:14]=[C:13]([N+:17]([O-:19])=[O:18])[CH:12]=2)[C:7]=1[C:8]([O:10][CH2:40]/[CH:39]=[CH:38]/[C:35]1[CH:34]=[CH:33][C:32]([CH:30]([N:25]2[CH:29]=[CH:28][N:27]=[CH:26]2)[CH3:31])=[CH:37][CH:36]=1)=[O:9]. Reported procedure: 332 mg (1 mM) of 1,4-dihydro-2,6-dimethyl-5-methoxycarbonyl-4-(3-nitrophenyl)pyridine-3-carboxylic acid together with 228 mg (1 mM) of (E)-3-[4{-1-(1-imidazolyl)ethyl)phenyl]-2-propen-1-ol, 248 mg (1.2 mM) of dicyclohexylcarbodiimide and 134 mg (1.1 mM) of 4-N,N-dimethylaminopyridine were dissolved in 5 ml of toluene, while heating, and refluxed for six hours. The solution was cooled to room temperature, and the crystals produced were filtered off. The filtrate was washed with water and dried ov... Starting materials: C(C)C1=CC=C(C=C1)CC=1C(NNC1C(F)(F)F)=O (4-[(4-ethylphenyl)methyl]-1,2-dihydro-5-trifluoromethyl-3H-pyrazol-3-one), C(C)C1=CC=C(C=C1)CC=1C(=NNC1C(F)(F)F)O[C@H]1[C@H](OC(C)=O)[C@@H](OC(C)=O)[C@H](OC(C)=O)[C@H](O1)COC(C)=O (4-[(4-ethylphenyl)methyl]-3-(2,3,4,6-tetra-O-acetyl-β-D-glucopyranosyloxy)-5-trifluoromethyl-1H-pyrazole). The product is C(C)C1=CC=C(C=C1)CC=1C(=NNC1C(F)(F)F)O[C@H]1[C@H](OC(C)=O)[C@@H](OC(C)=O)[C@H](OC(C)=O)[C@H](O1)COC(C)=O (4-[(4-Ethylphenyl)methyl]-3-(2,3,4,6-tetra-O-acetyl-β-D-glucopyranosyloxy)-5-trifluoromethyl-1H-pyrazole), C(C)C1=CC=C(C=C1)CC=1C(=NNC1C(F)(F)F)O[C@H]1[C@H](O)[C@@H](O)[C@H](O)[C@H](O1)CO (4-[(4-Ethylphenyl)methyl]-3-(β-D-glucopyranosyloxy)-5-trifluoromethyl-1H-pyrazole). Reaction SMILES: [CH2:1]([C:3]1[CH:8]=[CH:7][C:6]([CH2:9][C:10]2[C:11](=[O:19])[NH:12][NH:13][C:14]=2[C:15]([F:18])([F:17])[F:16])=[CH:5][CH:4]=1)[CH3:2].[CH2:20]([C:22]1[CH:27]=[CH:26][C:25]([CH2:28][C:29]2[C:30]([O:38][C@@H:39]3[O:56][C@H:55]([CH2:57][O:58][C:59](=[O:61])[CH3:60])[C@@H:50]([O:51][C:52](=[O:54])[CH3:53])[C@H:45]([O:46][C:47](=[O:49])[CH3:48])[C@H:40]3[O:41][C:42](=[O:44])[CH3:43])=[N:31][NH:32][C:33]=2[C:34]([F:37])([F:36])[F:35])=[CH:24][CH:23]=1)[CH3:21]>>[CH2:20]([C:22]1[CH:27]=[CH:26][C:25]([CH2:28][C:29]2[C:30]([O:38][C@@H:39]3[O:56][C@H:55]([CH2:57][O:58][C:59](=[O:61])[CH3:60])[C@@H:50]([O:51][C:52](=[O:54])[CH3:53])[C@H:45]([O:46][C:47](=[O:49])[CH3:48])[C@H:40]3[O:41][C:42](=[O:44])[CH3:43])=[N:31][NH:32][C:33]=2[C:34]([F:37])([F:36])[F:35])=[CH:24][CH:23]=1)[CH3:21].[CH2:1]([C:3]1[CH:8]=[CH:7][C:6]([CH2:9][C:10]2[C:11]([O:19][C@@H:39]3[O:56][C@H:55]([CH2:57][OH:58])[C@@H:50]([OH:51])[C@H:45]([OH:46])[C@H:40]3[OH:41])=[N:12][NH:13][C:14]=2[C:15]([F:17])([F:18])[F:16])=[CH:5][CH:4]=1)[CH3:2]. Procedure: 4-[(4-Ethylphenyl)methyl]-3-(2,3,4,6-tetra-O-acetyl-β-D-glucopyranosyloxy)-5-trifluoromethyl-1H-pyrazole was prepared in a similar manner to that described in Reference Example 28 using 4-[(4-ethylphenyl)methyl]-1,2-dihydro-5-trifluoromethyl-3H-pyrazol-3-one instead of 1,2-dihydro-4-[(4-methylthiophenyl)methyl]-5-trifluoromethyl-3H-pyrazol-3-one. Then, the title compound was prepared in a similar manner to that described in Reference Example 37 using 4-[(4-ethylphenyl)methyl]-3-(2,3,4,6-tetra-O-... The reactants are C(C)OC(=O)[C@@H]1CC[C@H](CC1)OC1=NC=CC=N1 (trans-4-(pyrimidin-2-yloxy)-cyclohexanecarboxylic acid ethyl ester), [OH-].[Na+] (sodium hydroxide). The solvent is O1CCOCC1 (1,4-dioxan). Run at time 16 hour. The product is N1=C(N=CC=C1)O[C@@H]1CC[C@H](CC1)C(=O)O (trans-4-(Pyrimidin-2-yloxy)-cyclohexanecarboxylic acid). Yield: 83.6%. As a reaction SMILES: C([O:3][C:4]([C@H:6]1[CH2:11][CH2:10][C@H:9]([O:12][C:13]2[N:18]=[CH:17][CH:16]=[CH:15][N:14]=2)[CH2:8][CH2:7]1)=[O:5])C.[OH-].[Na+]>O1CCOCC1>[N:14]1[CH:15]=[CH:16][CH:17]=[N:18][C:13]=1[O:12][C@H:9]1[CH2:8][CH2:7][C@H:6]([C:4]([OH:5])=[O:3])[CH2:11][CH2:10]1 |f:1.2|. Reported procedure: To a solution of cis/trans-4-(pyrimidin-2-yloxy)-cyclohexanecarboxylic acid ethyl ester (1:2) (0.35 g, 1.4 mmol) in 1,4-dioxan (7 ml) was added 2 M aqueous sodium hydroxide solution (7.0 ml, 14 mmol). Stirring at room temperature for 16 h was followed by acidification to pH 2-3 with 0.5 M aqueous hydrogen chloride solution (50 ml) and extraction with three 100-ml portions of ethyl acetate. The combined organic layers were dried over anhydrous sodium sulfate and concentrated in vacuo to give the ... Starting materials: [OH-].[Na+] (NaOH), BrC1=CC(=C(S1)C=1SC(=CC1)C=1SC(=CC1CC(=O)OC)Br)CC(=O)OC (Methyl 2-(5-bromo-2-{5-[5-bromo-3-(2-methoxy-2-oxoethyl)thiophen-2-yl]thiophen-2-yl}thiophen-3-yl)acetate), Cl (HCl). Solvent: O1CCOCC1 (dioxane). Conditions: temperature 80 celsius. Yields the product BrC1=CC(=C(S1)C=1SC(=CC1)C=1SC(=CC1CC(=O)O)Br)CC(=O)O (2-(5-Bromo-2-{5-[5-bromo-3-(carboxymethyl)thiophen-2-yl]thiophen-2-yl}thiophen-3-yl)acetic acid). As a reaction SMILES: [Br:1][C:2]1[S:6][C:5]([C:7]2[S:8][C:9]([C:12]3[S:13][C:14]([Br:22])=[CH:15][C:16]=3[CH2:17][C:18]([O:20]C)=[O:19])=[CH:10][CH:11]=2)=[C:4]([CH2:23][C:24]([O:26]C)=[O:25])[CH:3]=1.[OH-].[Na+].Cl>O1CCOCC1>[Br:22][C:14]1[S:13][C:12]([C:9]2[S:8][C:7]([C:5]3[S:6][C:2]([Br:1])=[CH:3][C:4]=3[CH2:23][C:24]([OH:26])=[O:25])=[CH:11][CH:10]=2)=[C:16]([CH2:17][C:18]([OH:20])=[O:19])[CH:15]=1 |f:1.2|. Procedure details: Intermediate D (1.10 g, 2.00 mmol) was dissolved in dioxane (5 ml) and 2 M NaOH (5 ml) was added. The mixture was heated at 80° C. for 1 h. 6 M HCl was added and the aqueous mixture extracted with EtOAc. Combined organic layers were dried (MgSO4) and evaporated. Yield: 982 mg (94%); pale yellow solid. 1H NMR (400 MHz, DMSO-d6): δ 3.77 (s, 4H), 7.30 (s, 2H), 7.31 (s, 2H). Reactants: ClC1=NC=C(C=C1)[N+](=O)[O-] (2-chloro-5-nitropyridine), C(C)(C)N(C(C)C)CC (N,N-diisopropylethylamine), OC1(CCNCC1)C1=CC=CC=C1 (4-hydroxy-4-phenylpiperidine). Solvent: CCO (EtOH), CCOC(=O)C (EtOAc). Reaction conditions: temperature 140 celsius. The product is [N+](=O)([O-])C=1C=CC(=NC1)N1CCC(CC1)(C1=CC=CC=C1)O (1-(5-nitropyridin-2-yl)-4-hydroxy-4-phenylpiperidine). As a reaction SMILES: Cl[C:2]1[CH:7]=[CH:6][C:5]([N+:8]([O-:10])=[O:9])=[CH:4][N:3]=1.C(N(CC)C(C)C)(C)C.[OH:20][C:21]1([C:27]2[CH:32]=[CH:31][CH:30]=[CH:29][CH:28]=2)[CH2:26][CH2:25][NH:24][CH2:23][CH2:22]1>CCO.CCOC(C)=O>[N+:8]([C:5]1[CH:6]=[CH:7][C:2]([N:24]2[CH2:25][CH2:26][C:21]([OH:20])([C:27]3[CH:28]=[CH:29][CH:30]=[CH:31][CH:32]=3)[CH2:22][CH2:23]2)=[N:3][CH:4]=1)([O-:10])=[O:9]. Procedure details: To a solution of 2-chloro-5-nitropyridine (0.9 g) in EtOH (5 mL) was added N,N-diisopropylethylamine (2.9 mL) and 4-hydroxy-4-phenylpiperidine (1.5 g). The reaction mixture was heated at 140° C. for 20 min by microwave. Then the reaction mixture was cooled to RT, diluted with EtOAc (150 mL), washed with H2O (2×100 mL), saturated NH4Cl (3×100 mL), brine (1×100 mL), dried over Na2SO4, filtered, and concentrated to give B-1. Reactants: C1CCCC=2C3=CC=CC=C3CC12 (tetrahydrofluorene), Cl[Si](C)(C)Cl (dichlorodimethylsilane), C(CCC)[Li] (butyllithium), solution. The solvent is CCCCCC (hexane). The product is C1(CCCC=2C3=CC=CC=C3CC12)[Si](C)(C)C1CCCC=2C3=CC=CC=C3CC12 (bis(tetrahydrofluorenyl)dimethylsilane). As a reaction SMILES: [CH2:1]1[C:13]2[CH2:12][C:11]3[C:6](=[CH:7][CH:8]=[CH:9][CH:10]=3)[C:5]=2[CH2:4][CH2:3][CH2:2]1.[CH2:14]([Li])[CH2:15][CH2:16][CH3:17].Cl[Si:20](Cl)([CH3:22])[CH3:21]>CCCCCC>[CH:10]1([Si:20]([CH:17]2[C:11]3[CH2:12][C:13]4[C:5](=[CH:4][CH:3]=[CH:2][CH:1]=4)[C:6]=3[CH2:14][CH2:15][CH2:16]2)([CH3:22])[CH3:21])[C:11]2[CH2:12][C:13]3[C:5](=[CH:4][CH:3]=[CH:2][CH:1]=3)[C:6]=2[CH2:7][CH2:8][CH2:9]1. Reported procedure: Following the procedure described in example 1 [step (c)], tetrahydrofluorene (17.6 mmol), butyllithium (11 ml of a solution 1.6M in hexane, 17.6 mmol) and dichlorodimethylsilane (1.07 ml, 8.81 mmol) gave a yellow oil. Starting materials: C(C)N (Ethylamine), C=1C=CC2=C(C1)N=NN2O (HOBT), CCN=C=NCCCN(C)C (EDCI), ClC1=CC=C(C=C1)C1=NC(=NC=C1)NC1=CC=C(C=C1)C(=O)N1CCN(CC1)CC(=O)O (2-{4-[(4-{[4-(4-Chlorophenyl)pyrimidin-2-yl]amino}phenyl) carbonyl]piperazinyl}acetic acid). The solvent is CN(C)C=O (DMF), ice brine. Run at time 30 minute. Product: ClC1=CC=C(C=C1)C1=NC(=NC=C1)NC1=CC=C(C=C1)C(=O)N1CCN(CC1)CC(=O)NCC (2-{4-[(4-{[4-(4-chlorophenyl)pyrimidin-2-yl]amino}phenyl)carbonyl]piperazinyl}N-ethylacetamide). RXN SMILES: [Cl:1][C:2]1[CH:7]=[CH:6][C:5]([C:8]2[CH:13]=[CH:12][N:11]=[C:10]([NH:14][C:15]3[CH:20]=[CH:19][C:18]([C:21]([N:23]4[CH2:28][CH2:27][N:26]([CH2:29][C:30]([OH:32])=O)[CH2:25][CH2:24]4)=[O:22])=[CH:17][CH:16]=3)[N:9]=2)=[CH:4][CH:3]=1.C1C=C[C:36]2N(O)N=[N:39][C:37]=2C=1.CCN=C=NCCCN(C)C.C(N)C>CN(C=O)C>[Cl:1][C:2]1[CH:3]=[CH:4][C:5]([C:8]2[CH:13]=[CH:12][N:11]=[C:10]([NH:14][C:15]3[CH:16]=[CH:17][C:18]([C:21]([N:23]4[CH2:24][CH2:25][N:26]([CH2:29][C:30]([NH:39][CH2:37][CH3:36])=[O:32])[CH2:27][CH2:28]4)=[O:22])=[CH:19][CH:20]=3)[N:9]=2)=[CH:6][CH:7]=1. Procedure details: 2-{4-[(4-{[4-(4-Chlorophenyl)pyrimidin-2-yl]amino}phenyl) carbonyl]piperazinyl}acetic acid (0.200 g, 0.44 mmol) was dissolved in DMF then stirred for 15 minutes in ice-brine solution, then the HOBT (0.072 g, 0.53 mmol] then EDCI(0.102 g, 0.53 mmol) were added and stirred for another 30 minutes. Ethylamine (0.030 mL, 0.53 mmol) was added and the reaction was left to stir at room temp overnight. The reaction was quenched with 10 mL of water and a precipitate formed. The precipitate was colleted by... Reactants: COc1cccc(CCCO)c1, Cl, Cc1ccc(S(=O)(=O)Cl)cc1, c1ccncc1. Yields the product COc1cccc(CCCOS(=O)(=O)c2ccc(C)cc2)c1. RXN SMILES: [CH3:1][O:2][c:3]1[cH:4][c:5]([CH2:9][CH2:10][CH2:11][OH:12])[cH:6][cH:7][cH:8]1.[ClH:24].[c:13]1([CH3:23])[cH:14][cH:15][c:16]([S:19](=[O:20])(=[O:21])[Cl:22])[cH:17][cH:18]1.[cH:25]1[cH:26][cH:27][n:28][cH:29][cH:30]1>>[CH3:1][O:2][c:3]1[cH:4][c:5]([CH2:9][CH2:10][CH2:11][O:12][S:19]([c:16]2[cH:15][cH:14][c:13]([CH3:23])[cH:18][cH:17]2)(=[O:20])=[O:21])[cH:6][cH:7][cH:8]1.